Dataset: the Open Reaction Database (ORD), a public repository of structured organic reaction records. Task: describe an organic reaction: reactants, conditions, products, and yield Reactants: C(C)(C)(C)C1=CC=C(C=C1)N=C=O (4-t-butyl-phenyl isocyanate), NC1=CC=C(OC2=NC(=NC=C2)NCCCO)C=C1 (3-[4-(4-Amino-phenoxy)-pyrimidin-2-ylamino]-propan-1-ol). The solvent is C1CCOC1 (THF), C1CCOC1 (THF). Conditions: time 8 hour. The product is C(C)(C)(C)C1=CC=C(C=C1)NC(=O)NC1=CC=C(C=C1)OC1=NC(=NC=C1)NCCCO (1-(4-tert-Butyl-phenyl)-3-{4-[2-(3-Hydroxy-propylamino)-pyrimidin-4-yloxy]-phenyl}-urea). As a reaction SMILES: [C:1]([C:5]1[CH:10]=[CH:9][C:8]([N:11]=[C:12]=[O:13])=[CH:7][CH:6]=1)([CH3:4])([CH3:3])[CH3:2].[NH2:14][C:15]1[CH:32]=[CH:31][C:18]([O:19][C:20]2[CH:25]=[CH:24][N:23]=[C:22]([NH:26][CH2:27][CH2:28][CH2:29][OH:30])[N:21]=2)=[CH:17][CH:16]=1>C1COCC1>[C:1]([C:5]1[CH:10]=[CH:9][C:8]([NH:11][C:12]([NH:14][C:15]2[CH:16]=[CH:17][C:18]([O:19][C:20]3[CH:25]=[CH:24][N:23]=[C:22]([NH:26][CH2:27][CH2:28][CH2:29][OH:30])[N:21]=3)=[CH:31][CH:32]=2)=[O:13])=[CH:7][CH:6]=1)([CH3:4])([CH3:2])[CH3:3]. Procedure details: A solution of 154 mg (0.880 mmol) 4-t-butyl-phenyl isocyanate in 3 ml THF was given at 0° C. to a solution of 229 mg (0.880 mmol) 3-[4-(4-Amino-phenoxy)-pyrimidin-2-ylamino]-propan-1-ol in 5 ml THF within 10 min. After stirring overnight the reaction mixture was evaporated and the residue purified by chromatography on silica gel (dichloromethane/methanol 97:3). The obtained material was washed with dichloromethane and the precipitate was isolated by filtration and dried. Yield: 80 mg (21%) of th... Product: CCC(C)N1C(=O)N(C=N1)C=2C=CC(=CC2)N3CCN(CC3)C=4C=CC(=CC4)OC[C@H]5CO[C@](O5)(CN6C=NC=N6)C=7C=CC(=CC7Cl)Cl.Cl (itraconazole HCl), C(C(O)C(O)C(=O)O)(=O)O (tartaric acid), cis-itraconazole HCl tartaric acid. Reactants: C([C@H](O)[C@@H](O)C(=O)O)(=O)O (L-tartaric acid), Cl (HCl), CCC(C)N1C(=O)N(C=N1)C2=CC=C(C=C2)N3CCN(CC3)C4=CC=C(C=C4)OC[C@H]5CO[C@](O5)(CN6C=NC=N6)C7=C(C=C(C=C7)Cl)Cl (cis-itraconazole), COC(C)(C)C (tert-butyl methyl ether). Procedure: Co-crystals of itraconazole HCl and tartaric acid were prepared. Approximately 212.7 mg of L-tartaric acid and 118 microL of 37% HCl were dissolved in 25 mL of hot dioxane. This solution was added to 1.0 g of cis-itraconazole dissolved in 50 mL of hot dioxane with stirring. The mixture was heated until a clear solution formed and was then allowed to cool to room temperature. Upon cooling, 50 mL tert-butyl methyl ether was added and the crystals were harvested by vacuum filtration on a Buchner fu... Solvent: O1CCOCC1 (dioxane), O1CCOCC1 (dioxane). Reaction SMILES: [C:1]([OH:10])(=[O:9])[C@@H:2]([C@H:4]([C:6]([OH:8])=[O:7])[OH:5])[OH:3].[ClH:11].[CH3:12][CH2:13][CH:14]([N:16]1[N:21]=[CH:20][N:19]([C:22]2[CH:27]=[CH:26][C:25]([N:28]3[CH2:33][CH2:32][N:31]([C:34]4[CH:39]=[CH:38][C:37]([O:40][CH2:41][C@@H:42]5[O:46][C@:45]([C:53]6[CH:58]=[CH:57][C:56]([Cl:59])=[CH:55][C:54]=6[Cl:60])([CH2:47][N:48]6[N:52]=[CH:51][N:50]=[CH:49]6)[O:44][CH2:43]5)=[CH:36][CH:35]=4)[CH2:30][CH2:29]3)=[CH:24][CH:23]=2)[C:17]1=[O:18])[CH3:15].COC(C)(C)C>O1CCOCC1>[CH3:12][CH2:13][CH:14]([N:16]1[N:21]=[CH:20][N:19]([C:22]2[CH:27]=[CH:26][C:25]([N:28]3[CH2:33][CH2:32][N:31]([C:34]4[CH:39]=[CH:38][C:37]([O:40][CH2:41][C@@H:42]5[O:46][C@:45]([C:53]6[CH:58]=[CH:57][C:56]([Cl:59])=[CH:55][C:54]=6[Cl:60])([CH2:47][N:48]6[N:52]=[CH:51][N:50]=[CH:49]6)[O:44][CH2:43]5)=[CH:36][CH:35]=4)[CH2:30][CH2:29]3)=[CH:24][CH:23]=2)[C:17]1=[O:18])[CH3:15].[ClH:11].[C:1]([OH:10])(=[O:9])[CH:2]([CH:4]([C:6]([OH:8])=[O:7])[OH:5])[OH:3] |f:5.6|.